This data is from the Open Reaction Database (ORD), a public repository of structured organic reaction records. The task is: describe an organic reaction: reactants, conditions, products, and yield Starting materials: C(C=C)OC1=C2C=C(NC2=CC=C1)C(=O)OCC (ethyl 4-allyloxyindole-2-carboxylate), CN(C1=CC=CC=C1)C (N,N-dimethylaniline). Run in CCCCCC (n-hexane). Conditions: temperature 200 celsius, time 15 minute. Yields the product C(C=C)C=1C(=C2C=C(NC2=CC1)C(=O)OCC)O (Ethyl 5-allyl-4-hydroxyindole-2-carboxylate). Isolated yield 50.1%. Reaction SMILES: C([O:4][C:5]1[CH:13]=[CH:12][CH:11]=[C:10]2[C:6]=1[CH:7]=[C:8]([C:14]([O:16][CH2:17][CH3:18])=[O:15])[NH:9]2)C=C.CN(C)[C:21]1[CH:26]=CC=C[CH:22]=1>CCCCCC>[CH2:26]([C:13]1[C:5]([OH:4])=[C:6]2[C:10](=[CH:11][CH:12]=1)[NH:9][C:8]([C:14]([O:16][CH2:17][CH3:18])=[O:15])=[CH:7]2)[CH:21]=[CH2:22]. Reported procedure: 2.79 g (11.4 mmol) of ethyl 4-allyloxyindole-2-carboxylate was added to 8.8 g of N,N-dimethylaniline, and the mixture was stirred for 15 minutes at 200° C. under a nitrogen atmosphere. 2.7 g of a crude product was obtained by adding n-hexane to the reaction mixture and collecting deposited crystals by filtration. This crude product was purified by column chromatography (silica gel, chloroform) to obtain 1.4 g (yield: 50.2%) of the target compound. This compound was recrystallized from a mixture ... Starting materials: ( 60 ), C1(=CC=CC=C1)S(=O)(=O)CC1=NNC(=N1)C1=C(C=C(C=C1)F)F (3-benzenesulfonylmethyl-5-(2,4-difluoro-phenyl)-1H-[1,2,4]triazole), ( E ), N1=CC=C(C=C1)\C=C/C#N ((Z)-3-pyridin-4-yl-acrylonitrile). The product is FC1=C(C=CC(=C1)F)C1=NN2C(C=C(C=C2N)C2=CC=NC=C2)=N1 (2-(2,4-Difluoro-phenyl)-7-pyridin-4-yl-[1,2,4]triazolo[1,5-a]pyridin-5-ylamine). As a reaction SMILES: C1(S([CH2:10][C:11]2[N:15]=[C:14]([C:16]3[CH:21]=[CH:20][C:19]([F:22])=[CH:18][C:17]=3[F:23])[NH:13][N:12]=2)(=O)=O)C=CC=CC=1.[N:24]1[CH:29]=[CH:28][C:27](/[CH:30]=[CH:31]\[C:32]#[N:33])=[CH:26][CH:25]=1>>[F:23][C:17]1[CH:18]=[C:19]([F:22])[CH:20]=[CH:21][C:16]=1[C:14]1[N:15]=[C:11]2[CH:10]=[C:30]([C:27]3[CH:28]=[CH:29][N:24]=[CH:25][CH:26]=3)[CH:31]=[C:32]([NH2:33])[N:12]2[N:13]=1. Procedure details: The title compound, MS m/e (%): 323 (M+, 100), 303 (60), was prepared in accordance with the general method of example 1 from 3-benzenesulfonylmethyl-5-(2,4-difluoro-phenyl)-1H-[1,2,4]triazole and (E)/(Z)-3-pyridin-4-yl-acrylonitrile. The reactants are ClCCl, CN=C=O, CSC(C(=NO)C(C)(C)C)S(C)=O. Yields the product CNC(=O)ON=C(C(SC)S(C)=O)C(C)(C)C. Reaction SMILES: [CH2:18]([Cl:19])[Cl:20].[CH3:14][N:15]=[C:16]=[O:17].[CH3:1][C:2]([C:3]([CH:4]([S:5][CH3:6])[S:7](=[O:8])[CH3:9])=[N:10][OH:11])([CH3:12])[CH3:13]>>[CH3:1][C:2]([C:3]([CH:4]([S:5][CH3:6])[S:7](=[O:8])[CH3:9])=[N:10][O:11][C:16]([NH:15][CH3:14])=[O:17])([CH3:12])[CH3:13]. Reactants: Cl.CC1=NOC(=C1)CC(=O)O (2-(3-methylisoxazol-5-yl)acetic acid hydrochloride), C(C1=CC=CC=C1)[C@@H]1C[C@H](NC1)C(=O)NC1=CC=C(C=C1)OC1=CC=C(C=C1)F ((2S,4R)-4-benzyl-N-(4-(4-fluorophenoxy)phenyl)pyrrolidine-2-carboxamide). The product is Compound 32, C(C1=CC=CC=C1)[C@@H]1C[C@H](N(C1)C(CC1=CC(=NO1)C)=O)C(=O)NC1=CC=C(C=C1)OC1=CC=C(C=C1)F ((2S,4R)-4-benzyl-N-(4-(4-fluorophenoxy)phenyl)-1-(2-(3-methylisoxazol-5-yl)acetyl)pyrrolidine-2-carboxamide). Yield: 29.2%. RXN SMILES: Cl.[CH3:2][C:3]1[CH:7]=[C:6]([CH2:8][C:9]([OH:11])=O)[O:5][N:4]=1.[CH2:12]([C@H:19]1[CH2:23][NH:22][C@H:21]([C:24]([NH:26][C:27]2[CH:32]=[CH:31][C:30]([O:33][C:34]3[CH:39]=[CH:38][C:37]([F:40])=[CH:36][CH:35]=3)=[CH:29][CH:28]=2)=[O:25])[CH2:20]1)[C:13]1[CH:18]=[CH:17][CH:16]=[CH:15][CH:14]=1>>[CH2:12]([C@H:19]1[CH2:23][N:22]([C:9](=[O:11])[CH2:8][C:6]2[O:5][N:4]=[C:3]([CH3:2])[CH:7]=2)[C@H:21]([C:24]([NH:26][C:27]2[CH:32]=[CH:31][C:30]([O:33][C:34]3[CH:35]=[CH:36][C:37]([F:40])=[CH:38][CH:39]=3)=[CH:29][CH:28]=2)=[O:25])[CH2:20]1)[C:13]1[CH:14]=[CH:15][CH:16]=[CH:17][CH:18]=1 |f:0.1|. Reported procedure: Proceeding as in Example 1, but substituting 2-(3-methylisoxazol-5-yl)acetic acid hydrochloride and (2S,4R)-4-benzyl-N-(4-(4-fluorophenoxy)phenyl)pyrrolidine-2-carboxamide, gave Compound 32, (2S,4R)-4-benzyl-N-(4-(4-fluorophenoxy)phenyl)-1-(2-(3-methylisoxazol-5-yl)acetyl)pyrrolidine-2-carboxamide (9 mg, 29.2%). 1H-NMR (400 MHz, DMSO-D6): σ 9.97 (s, 1H), 7.54 (d, 2H), 7.27 (t, 2H), 7.19 (m, 4H), 6.67 (m, 4H), 6.20 (d, 1H), 4.48 (1H), 3.88 (m, 3H), 2.66 (m, 4H), 2.15 (s, 3H), 1.91 (m, 2H). MS (EI... The reactants are FC=1C=CC(=C(C1)NC1=NC=C(C=C1)F)[N+](=O)[O-] ((5-fluoro-2-nitrophenyl)-(5-fluoropyridin-2-yl)amine). Solvent: CCOC(=O)C (EtOAc). Conditions: time 3 hour. Product: FC=1C=C(C(=CC1)N)NC1=NC=C(C=C1)F (4-Fluoro-N2-(5-fluoropyridin-2-yl)benzene-1,2-diamine). Yield: 96.9%. As a reaction SMILES: [F:1][C:2]1[CH:3]=[CH:4][C:5]([N+:16]([O-])=O)=[C:6]([NH:8][C:9]2[CH:14]=[CH:13][C:12]([F:15])=[CH:11][N:10]=2)[CH:7]=1>CCOC(C)=O>[F:1][C:2]1[CH:7]=[C:6]([NH:8][C:9]2[CH:14]=[CH:13][C:12]([F:15])=[CH:11][N:10]=2)[C:5]([NH2:16])=[CH:4][CH:3]=1. Procedure details: A mixture of (5-fluoro-2-nitrophenyl)-(5-fluoropyridin-2-yl)amine (34 mg, 0.14 mmol) in EtOAc (5 mL) was degassed with a stream of nitrogen prior to addition of 10% Pd/C (10 mg) and was stirred at RT under a hydrogen atmosphere for 3 h. The mixture was filtered through a phase separator and the filtrate concentrated in vacuo to afford the title compound as a dark oil (30 mg, quantitative). LCMS (Method C): RT 1.95 min [M+H]+ 222.2. Reactants: CC(C)(C)OC(=O)C1CC2(CC2)CNC1C(=O)O, [Na+], O=C([O-])O, CN(C)C=O, c1ccc(N2CCNCC2)cc1. The product is CC(C)(C)OC(=O)C1CC2(CC2)CNC1C(=O)N1CCN(c2ccccc2)CC1. As a reaction SMILES: [C:13]([CH3:14])([CH3:15])([CH3:16])[O:17][C:18](=[O:19])[CH:20]1[CH:21]([C:28](=[O:29])[OH:30])[NH:22][CH2:23][C:24]2([CH2:25][CH2:26]2)[CH2:27]1.[Na+:40].[O-:36][C:37]([OH:38])=[O:39].[O:31]=[CH:32][N:33]([CH3:34])[CH3:35].[c:1]1([N:7]2[CH2:8][CH2:9][NH:10][CH2:11][CH2:12]2)[cH:2][cH:3][cH:4][cH:5][cH:6]1>>[c:1]1([N:7]2[CH2:8][CH2:9][N:10]([C:28]([CH:21]3[CH:20]([C:18]([O:17][C:13]([CH3:14])([CH3:15])[CH3:16])=[O:19])[CH2:27][C:24]4([CH2:23][NH:22]3)[CH2:25][CH2:26]4)=[O:29])[CH2:11][CH2:12]2)[cH:2][cH:3][cH:4][cH:5][cH:6]1. Reactants: [BH4-], COC(OC)C(=O)C=Cc1ccc(-c2cccs2)s1, CCOC(C)=O, [Na+], C1CCOC1, O. Reaction SMILES: [BH4-:20].[CH3:1][O:2][CH:3]([C:4]([CH:5]=[CH:6][c:7]1[cH:8][cH:9][c:10](-[c:12]2[s:13][cH:14][cH:15][cH:16]2)[s:11]1)=[O:17])[O:18][CH3:19].[CH3:22][CH2:23][O:24][C:25](=[O:26])[CH3:27].[Na+:21].[O:29]1[CH2:30][CH2:31][CH2:32][CH2:33]1.[OH2:28]>>[CH3:1][O:2][CH:3]([CH:4]([CH:5]=[CH:6][c:7]1[cH:8][cH:9][c:10](-[c:12]2[s:13][cH:14][cH:15][cH:16]2)[s:11]1)[OH:17])[O:18][CH3:19]. The product is COC(OC)C(O)C=Cc1ccc(-c2cccs2)s1. The reactants are O=Cc1ccc(Br)cc1, C1CCOC1, OB(O)c1ccc(Cl)cc1, [F-], [K+]. Yields the product O=Cc1ccc(-c2ccc(Cl)cc2)cc1. Reaction SMILES: [Br:1][c:2]1[cH:3][cH:4][c:5]([CH:6]=[O:7])[cH:8][cH:9]1.[CH2:22]1[O:23][CH2:24][CH2:25][CH2:26]1.[Cl:10][c:11]1[cH:12][cH:13][c:14]([B:17]([OH:18])[OH:19])[cH:15][cH:16]1.[F-:20].[K+:21]>>[c:2]1(-[c:14]2[cH:13][cH:12][c:11]([Cl:10])[cH:16][cH:15]2)[cH:3][cH:4][c:5]([CH:6]=[O:7])[cH:8][cH:9]1. Starting materials: NC=1SC(=NN1)C1=CC=C(C=C1)Cl (2-amino-5-(p-chlorophenyl)-1,3,4-thiadiazole), C(C)OC(=O)C#CC(=O)OCC (acetylene dicarboxylic acid diethyl ester). The solvent is C(C)O (ethanol). Run at temperature 50 celsius, time 2 day. The product is C(C)OC(=O)C1=CC(N=C2N1N=C(S2)C2=CC=C(C=C2)Cl)=O (2-(p-chlorophenyl)-7H-1,3,4-thiadiazolo-[3,2-a]-pyrimidin-7-one-5-carboxylic acid ethyl ester). RXN SMILES: [NH2:1][C:2]1[S:3][C:4]([C:7]2[CH:12]=[CH:11][C:10]([Cl:13])=[CH:9][CH:8]=2)=[N:5][N:6]=1.[CH2:14]([O:16][C:17]([C:19]#[C:20][C:21](OCC)=[O:22])=[O:18])[CH3:15]>C(O)C>[CH2:14]([O:16][C:17]([C:19]1[N:6]2[N:5]=[C:4]([C:7]3[CH:12]=[CH:11][C:10]([Cl:13])=[CH:9][CH:8]=3)[S:3][C:2]2=[N:1][C:21](=[O:22])[CH:20]=1)=[O:18])[CH3:15]. Reported procedure: A mixture of 5.5 g of 2-amino-5-(p-chlorophenyl)-1,3,4-thiadiazole, 100 ml of absolute ethanol and 4.5 g of acetylene dicarboxylic acid diethyl ester is heated to about 50° C. until a clear solution has formed and then left standing for 2 days. The product is filtered off, washed with ethanol and dried. Thus 2-(p-chlorophenyl)-7H-1,3,4-thiadiazolo-[3,2-a]-pyrimidin-7-one-5-carboxylic acid ethyl ester melting at 220°-222° C. with decomposition is obtained in a yield of 3.5 g (40.2% of the theoret...